Dataset: the Open Reaction Database (ORD), a public repository of structured organic reaction records. Task: describe an organic reaction: reactants, conditions, products, and yield Starting materials: C1=CC=CC=2C3=CC=CC=C3C(C12)COC(N[C@@H](CCCCN(CC(OC(C)(C)C)=O)CC1=NC=CC=C1)C(=O)O)=O ((S)-1-(9H-fluoren-9-yl)-14,14-dimethyl-3,12-dioxo-10-(pyridin-2-ylmethyl)-2,13-dioxa-4,10-diazapentadecane-5-carboxylic acid), N1CCCCC1 (piperidine). The yield is 69.6%. The product is N[C@H](C(=O)O)CCCCN(CC1=NC=CC=C1)CC(=O)OC(C)(C)C ((S)-2-amino-6-((2-tert-butoxy-2-oxoethyl)(pyridin-2-ylmethyl)amino)hexanoic acid). Procedure details: A solution of PAMA-K (0.600 g, 1.047 mmol) and piperidine (1.0 mL) in DMF (5.0 mL) was stirred at room temperature for 3 hrs. Solvent was evaporated under reduced pressure to give a residue, which was purified by Amberchrom (CG-161C) eluting with MeOH/H2O to give (S)-2-amino-6-((2-tert-butoxy-2-oxoethyl)(pyridin-2-ylmethyl)amino)hexanoic acid (0.256 g, 70%). MS (ESI), 352 (M+H)+. As a reaction SMILES: C1C2C(COC(=O)[NH:17][C@H:18]([C:39]([OH:41])=[O:40])[CH2:19][CH2:20][CH2:21][CH2:22][N:23]([CH2:32][C:33]3[CH:38]=[CH:37][CH:36]=[CH:35][N:34]=3)[CH2:24][C:25](=[O:31])[O:26][C:27]([CH3:30])([CH3:29])[CH3:28])C3C(=CC=CC=3)C=2C=CC=1.N1CCCCC1>CN(C=O)C>[NH2:17][C@@H:18]([CH2:19][CH2:20][CH2:21][CH2:22][N:23]([CH2:24][C:25]([O:26][C:27]([CH3:30])([CH3:29])[CH3:28])=[O:31])[CH2:32][C:33]1[CH:38]=[CH:37][CH:36]=[CH:35][N:34]=1)[C:39]([OH:41])=[O:40]. The solvent is CN(C)C=O (DMF).